Dataset: the Open Reaction Database (ORD), a public repository of structured organic reaction records. Task: describe an organic reaction: reactants, conditions, products, and yield The reactants are CC(C)(C)OC(=O)Nc1ccccc1C(=O)O, CCN=C=NCCCN(C)C, CCN(C(C)C)C(C)C, O=C(NCC(=O)N1CCNCC1)c1ccc(-c2ccccc2)cc1, CN(C)C=O, O, On1nnc2ccccc21. Product: CC(C)(C)OC(=O)Nc1ccccc1C(=O)N1CCN(C(=O)CNC(=O)c2ccc(-c3ccccc3)cc2)CC1. RXN SMILES: [C:10]([CH3:11])([CH3:12])([CH3:13])[O:14][C:15](=[O:16])[NH:17][c:18]1[c:19]([C:20](=[O:21])[OH:22])[cH:23][cH:24][cH:25][cH:26]1.[CH3:37][CH2:38][N:39]=[C:40]=[N:41][CH2:42][CH2:43][CH2:44][N:45]([CH3:46])[CH3:47].[CH:1]([N:2]([CH2:3][CH3:4])[CH:5]([CH3:6])[CH3:7])([CH3:8])[CH3:9].[O:48]=[C:49]([CH2:50][NH:51][C:52](=[O:53])[c:54]1[cH:55][cH:56][c:57](-[c:60]2[cH:61][cH:62][cH:63][cH:64][cH:65]2)[cH:58][cH:59]1)[N:66]1[CH2:67][CH2:68][NH:69][CH2:70][CH2:71]1.[O:72]=[CH:73][N:74]([CH3:75])[CH3:76].[OH2:77].[OH:27][n:28]1[c:29]2[c:30]([cH:31][cH:32][cH:33][cH:34]2)[n:35][n:36]1>>[C:10]([CH3:11])([CH3:12])([CH3:13])[O:14][C:15](=[O:16])[NH:17][c:18]1[c:19]([C:20](=[O:22])[N:69]2[CH2:68][CH2:67][N:66]([C:49](=[O:48])[CH2:50][NH:51][C:52](=[O:53])[c:54]3[cH:55][cH:56][c:57](-[c:60]4[cH:61][cH:62][cH:63][cH:64][cH:65]4)[cH:58][cH:59]3)[CH2:71][CH2:70]2)[cH:23][cH:24][cH:25][cH:26]1. Reactants: BrC=1C=NC=C(C1)Br (3,5-dibromopyridine), C([O-])([O-])=O.[Cs+].[Cs+] (Cesium carbonate), C(C)(C)(C)OC(=O)N1C(=CC=C1)B(O)O (1-(tert-butoxycarbonyl)-1H-pyrrol-2-ylboronic acid), O1CCOCC1 (1,4-dioxane). The reagents and catalysts are C=1C=CC(=CC1)[P](C=2C=CC=CC2)(C=3C=CC=CC3)[Pd]([P](C=4C=CC=CC4)(C=5C=CC=CC5)C=6C=CC=CC6)([P](C=7C=CC=CC7)(C=8C=CC=CC8)C=9C=CC=CC9)[P](C=1C=CC=CC1)(C=1C=CC=CC1)C=1C=CC=CC1 (Pd(PPh3)4). The solvent is C(C)(=O)OCC (ethyl acetate), O (water). Product: C(C)(C)(C)OC(=O)N1C(=CC=C1)C=1C=NC=C(C1)Br (tert-butyl2-(5-bromopyridin-3-yl)-1H-pyrrol-1-carboxylate). Isolated yield 53.5%. RXN SMILES: C(=O)([O-])[O-].[Cs+].[Cs+].[C:7]([O:11][C:12]([N:14]1[CH:18]=[CH:17][CH:16]=[C:15]1B(O)O)=[O:13])([CH3:10])([CH3:9])[CH3:8].O1CCOCC1.[Br:28][C:29]1[CH:30]=[N:31][CH:32]=[C:33](Br)[CH:34]=1>C1C=CC([P]([Pd]([P](C2C=CC=CC=2)(C2C=CC=CC=2)C2C=CC=CC=2)([P](C2C=CC=CC=2)(C2C=CC=CC=2)C2C=CC=CC=2)[P](C2C=CC=CC=2)(C2C=CC=CC=2)C2C=CC=CC=2)(C2C=CC=CC=2)C2C=CC=CC=2)=CC=1.C(OCC)(=O)C.O>[C:7]([O:11][C:12]([N:14]1[CH:18]=[CH:17][CH:16]=[C:15]1[C:33]1[CH:32]=[N:31][CH:30]=[C:29]([Br:28])[CH:34]=1)=[O:13])([CH3:10])([CH3:9])[CH3:8] |f:0.1.2,^1:39,41,60,79|. Reported procedure: Cesium carbonate (165 mg), 1-(tert-butoxycarbonyl)-1H-pyrrol-2-ylboronic acid (136 mg) and Pd(PPh3)4 (24 mg) were added to a 1,4-dioxane (4 ml) solution containing 3,5-dibromopyridine (100 mg), followed by reflux for 4 hours in a nitrogen atmosphere. The reaction mixture was cooled to room temperature, and water and ethyl acetate were added. The organic layer was collected, washed with saturated saline, and dried over anhydrous sodium sulfate, and the solvent was distilled away under reduced pre... Starting materials: BrN1C(=O)N(C(=O)C1(C)C)Br (1,3-dibromo-5,5-dimethylhydantoin), NC1=NC=NN2C1=CC=C2C2(CN(CCC2)C(=O)OC(C)(C)C)O (tert-butyl 3-(4-aminopyrrolo[2,1-f][1,2,4]triazin-7-yl)-3-hydroxypiperidine-1-carboxylate), [O-]S(=O)[O-].[Na+].[Na+] (Na2SO3). The solvent is C1CCOC1 (THF). Conditions: temperature 0 celsius, time 2 hour. The product is NC1=NC=NN2C1=C(C=C2C2(CN(CCC2)C(=O)OC(C)(C)C)O)Br (tert-butyl 3-(4-amino-5-bromopyrrolo[2,1-f][1,2,4]triazin-7-yl)-3-hydroxypiperidine-1-carboxylate). Isolated yield 144.2%. Reaction SMILES: [NH2:1][C:2]1[C:7]2=[CH:8][CH:9]=[C:10]([C:11]3([OH:24])[CH2:16][CH2:15][CH2:14][N:13]([C:17]([O:19][C:20]([CH3:23])([CH3:22])[CH3:21])=[O:18])[CH2:12]3)[N:6]2[N:5]=[CH:4][N:3]=1.[Br:25]N1C(C)(C)C(=O)N(Br)C1=O.[O-]S([O-])=O.[Na+].[Na+]>C1COCC1>[NH2:1][C:2]1[C:7]2=[C:8]([Br:25])[CH:9]=[C:10]([C:11]3([OH:24])[CH2:16][CH2:15][CH2:14][N:13]([C:17]([O:19][C:20]([CH3:21])([CH3:23])[CH3:22])=[O:18])[CH2:12]3)[N:6]2[N:5]=[CH:4][N:3]=1 |f:2.3.4|. Procedure details: To a cooled (−20° C.) solution tert-butyl 3-(4-aminopyrrolo[2,1-f][1,2,4]triazin-7-yl)-3-hydroxypiperidine-1-carboxylate (1.00 g, 3.00 mmol) in THF (16 mL) was added 1,3-dibromo-5,5-dimethylhydantoin (429 mg, 1.50 mmol) in 3 portions over 10 min. The mixture was allowed warm to 0° C. and stirred for 2 h. The mixture was then stirred at rt for 64 h. Saturated, aqueous Na2SO3 (50 mL) was added and the mixture was warmed to rt. The mixture was extracted with ethyl acetate (3×50 mL). The combined or...